This data is from the Open Reaction Database (ORD), a public repository of structured organic reaction records. The task is: describe an organic reaction: reactants, conditions, products, and yield The reactants are O=C([O-])[O-], CCOC(=O)N1CCN(c2nc(C)nc3c2OCC(=O)N3)CC1, CCC(C)=O, NC(=O)CCl, [K+], [K+]. The product is CCOC(=O)N1CCN(c2nc(C)nc3c2OCC(=O)N3CC(N)=O)CC1. As a reaction SMILES: [C:24](=[O:25])([O-:26])[O-:27].[CH2:1]([CH3:2])[O:3][C:4](=[O:5])[N:6]1[CH2:7][CH2:8][N:9]([c:12]2[n:13][c:14]([CH3:23])[n:15][c:16]3[c:17]2[O:18][CH2:19][C:20](=[O:22])[NH:21]3)[CH2:10][CH2:11]1.[CH2:35]([C:36]([CH3:37])=[O:38])[CH3:39].[Cl:30][CH2:31][C:32](=[O:33])[NH2:34].[K+:28].[K+:29]>>[CH2:1]([CH3:2])[O:3][C:4](=[O:5])[N:6]1[CH2:7][CH2:8][N:9]([c:12]2[n:13][c:14]([CH3:23])[n:15][c:16]3[c:17]2[O:18][CH2:19][C:20](=[O:22])[N:21]3[CH2:31][C:32](=[O:33])[NH2:34])[CH2:10][CH2:11]1. Starting materials: OC(c1ccc(Cl)cc1)C1CCCCO1, ClCCl, [Na+], O=C([O-])O. Yields the product O=C(c1ccc(Cl)cc1)C1CCCCO1. As a reaction SMILES: [Cl:1][c:2]1[cH:3][cH:4][c:5]([CH:8]([OH:9])[CH:10]2[O:11][CH2:12][CH2:13][CH2:14][CH2:15]2)[cH:6][cH:7]1.[Cl:21][CH2:22][Cl:23].[Na+:20].[O-:16][C:17]([OH:18])=[O:19]>>[Cl:1][c:2]1[cH:3][cH:4][c:5]([C:8](=[O:9])[CH:10]2[O:11][CH2:12][CH2:13][CH2:14][CH2:15]2)[cH:6][cH:7]1. Starting materials: IC1=NN(C2=NC=C(C=C21)[N+](=O)[O-])CC2=CC=C(C=C2)OC (3-Iodo-1-(4-methoxybenzyl)-5-nitro-1H-pyrazolo[3,4-b]pyridine), COCCO (2-methoxyethanol), N1=CC=CC2=CC=C3C=CC=NC3=C12 (1,10-phenanthroline), [F-].[K+] (potassium fluoride). Reagents/catalysts: [Cu]I (copper (I) iodide). Run in C1(=CC=CC=C1)C (toluene), CCOC(=O)C (EtOAc). Product: COC1=CC=C(CN2N=C(C=3C2=NC=C(C3)[N+](=O)[O-])OCCOC)C=C1 (1-(4-methoxybenzyl)-3-(2-methoxyethoxy)-5-nitro-1H-pyrazolo[3,4-b]pyridine). Isolated yield 23.0%. Reaction SMILES: I[C:2]1[C:10]2[C:5](=[N:6][CH:7]=[C:8]([N+:11]([O-:13])=[O:12])[CH:9]=2)[N:4]([CH2:14][C:15]2[CH:20]=[CH:19][C:18]([O:21][CH3:22])=[CH:17][CH:16]=2)[N:3]=1.N1C2C(=CC=C3C=2N=CC=C3)C=CC=1.[F-].[K+].[CH3:39][O:40][CH2:41][CH2:42][OH:43]>C1(C)C=CC=CC=1.CCOC(C)=O.[Cu]I>[CH3:22][O:21][C:18]1[CH:19]=[CH:20][C:15]([CH2:14][N:4]2[C:5]3=[N:6][CH:7]=[C:8]([N+:11]([O-:13])=[O:12])[CH:9]=[C:10]3[C:2]([O:43][CH2:42][CH2:41][O:40][CH3:39])=[N:3]2)=[CH:16][CH:17]=1 |f:2.3|. Reported procedure: 3-Iodo-1-(4-methoxybenzyl)-5-nitro-1H-pyrazolo[3,4-b]pyridine (2.0 g, 4.88 mmol), 1,10-phenanthroline (0.879 g, 4.88 mmol), copper (I) iodide (0.929 g, 4.88 mmol), potassium fluoride (4.96 g, 34.1 mmol), and 2-methoxyethanol (11.1 g, 146 mmol) were suspended in toluene (65 mL) and stirred at reflux for 20 hours. The mixture was cooled, diluted with EtOAc, filtered through a plug of silica, and concentrated. The crude product was purified via column chromatography eluting with 6:4 EtOAc-hexanes t...